Dataset: the Open Reaction Database (ORD), a public repository of structured organic reaction records. Task: describe an organic reaction: reactants, conditions, products, and yield Starting materials: Cl (hydrochloric acid), C(C1=CC=CC=C1)SC1=NC(=CC=C1)NCC (2-benzylthio-6-ethylaminopyridine), CS(=O)(=O)Cl (methysulfonyl chloride), C(CCC)[Li] (n-butyl lithium). Solvent: O (water), O1CCCC1 (tetrahydrofuran), CCCCCC (hexane). Reaction conditions: time 0.5 hour. Yields the product C(C1=CC=CC=C1)SC1=CC=CC(=N1)N(S(=O)(=O)C)CC (N-(6-benzylthiopyridine-2-yl)-N-ethylmethylsulfonamide). Isolated yield 42.9%. Reaction SMILES: [CH2:1]([S:8][C:9]1[CH:14]=[CH:13][CH:12]=[C:11]([NH:15][CH2:16][CH3:17])[N:10]=1)[C:2]1[CH:7]=[CH:6][CH:5]=[CH:4][CH:3]=1.C([Li])CCC.[CH3:23][S:24](Cl)(=[O:26])=[O:25].Cl>O.CCCCCC.O1CCCC1>[CH2:1]([S:8][C:9]1[N:10]=[C:11]([N:15]([CH2:16][CH3:17])[S:24]([CH3:23])(=[O:26])=[O:25])[CH:12]=[CH:13][CH:14]=1)[C:2]1[CH:3]=[CH:4][CH:5]=[CH:6][CH:7]=1. Procedure details: To a mixture of 6 g of 2-benzylthio-6-ethylaminopyridine and 60 ml of tetrahydrofuran was added dropwise 17.3 ml of a 1.65 mol/l hexane solution of n-butyl lithium at -10° to 0° C. in a nitrogen stream. To the reaction mixture was added 3.4 g of methysulfonyl chloride at 0° to 15° C., followed by reacting for 0.5 hour. After completion of the reaction, the reaction mixture was poured into water, made weakly acidic with hydrochloric acid, and extracted with methylene chloride. The extract was dri... Reactants: C([O-])([O-])=O.[K+].[K+] (potassium carbonate), NCC1=CC=C(O1)C=1N=C(SC1)N=C(N)N (4-(5-aminomethylfuran-2-yl)-2-(diaminomethyleneamino)thiazole), C(C1=CC=CO1)CC(=S)O (furfurylthioacetic acid), Cl.CN(CCCN=C=NCC)C (1-(3-dimethylaminopropyl)-3-ethylcarbodiimide hydrochloride), CN(C=O)C (N,N-dimethylformamide). Solvent: O (water), O1CCCC1 (tetrahydrofuran), C(C)(=O)OCC (ethyl acetate). Run at time 15 hour. Yields the product NC(N)=NC=1SC=C(N1)C=1OC(=CC1)CNC(CSCC=1OC=CC1)=O (2-(diaminomethyleneamino)-4-[5-{(furan-2-yl)methylthio}acetamidomethylfuran-2-yl]thiazole). As a reaction SMILES: [NH2:1][CH2:2][C:3]1[O:7][C:6]([C:8]2[N:9]=[C:10]([N:13]=[C:14]([NH2:16])[NH2:15])[S:11][CH:12]=2)=[CH:5][CH:4]=1.[CH2:17]([CH2:23][C:24](O)=[S:25])[C:18]1OC=CC=1.Cl.[CH3:28]N(C)CCCN=C=NCC.[C:39](=[O:42])([O-])[O-].[K+].[K+].CN(C)[CH:47]=[O:48]>O.O1CCCC1.C(OCC)(=O)C>[NH2:15][C:14](=[N:13][C:10]1[S:11][CH:12]=[C:8]([C:6]2[O:7][C:3]([CH2:2][NH:1][C:39](=[O:42])[CH2:28][S:25][CH2:24][C:23]3[O:48][CH:47]=[CH:18][CH:17]=3)=[CH:4][CH:5]=2)[N:9]=1)[NH2:16] |f:2.3,4.5.6|. Procedure details: The mixture of 4-(5-aminomethylfuran-2-yl)-2-(diaminomethyleneamino)thiazole (4.0 g), furfurylthioacetic acid (3.4 g) and 1-(3-dimethylaminopropyl)-3-ethylcarbodiimide hydrochloride (4.2 g) in N,N-dimethylformamide (40 ml) was stirred for 15 hours at ambient temperature. The mixture was added a mixture of ethyl acetate, tetrahydrofuran and water and the mixture was adjusted to pH 9.5 with potassium carbonate. The separated organic layer was washed with a brine and dried over magnesium sulfate. E... The reactants are COCOC1=CC=2C3C(C(OC2C=C1)C1=CC=C(C=C1)OCOC)CC(C3)=O (8-Methoxymethoxy-4-(4-methoxymethoxy-phenyl)-1,3a,4,9b-tetrahydro-3H-cyclopenta[c]chromen-2-one). Run in C1CCOC1 (THF), Cl (HCl), CCOC(=O)C (EtOAc). Product: OC1=CC=2[C@H]3[C@@H]([C@@H](OC2C=C1)C1=CC=C(C=C1)O)CC(C3)=O ((3aS, 4R, 9bR)-8-Hydroxy-4-(4-hydroxy-phenyl)-1,3a,4,9b-tetrahydro-3H-cyclopenta[c]chromen-2-one). Yield: 102.6%. RXN SMILES: COC[O:4][C:5]1[CH:14]=[CH:13][C:12]2[O:11][CH:10]([C:15]3[CH:20]=[CH:19][C:18]([O:21]COC)=[CH:17][CH:16]=3)[CH:9]3[CH2:25][C:26](=[O:28])[CH2:27][CH:8]3[C:7]=2[CH:6]=1>C1COCC1.Cl.CCOC(C)=O>[OH:4][C:5]1[CH:14]=[CH:13][C:12]2[O:11][C@@H:10]([C:15]3[CH:16]=[CH:17][C:18]([OH:21])=[CH:19][CH:20]=3)[C@H:9]3[CH2:25][C:26](=[O:28])[CH2:27][C@H:8]3[C:7]=2[CH:6]=1. Procedure: Stir a solution of cyclopentanone 23 (384 mg, 1.0 mmol) in 10 mL of THF and 8 mL of 3 M HCl overnight. Dilute the solution with EtOAc. Separate the aqueous solution and extract 2× with EtOAc. The combined organic solutions were washed with saturated aqueous sodium bicarbonate, brine, dried over Na2SO4, filtered, and concentrated to afford 304 mg of cyclopentanone 24. The material was purified by preparative chiral chromatography (Chiralpak AD, 65/35 heptane/ethanol). The reactants are COC(=O)c1cc(Br)c(CBr)c(Br)c1, O=C([O-])[O-], [Ca+2], C1COCCO1, O. Product: COC(=O)c1cc(Br)c(CO)c(Br)c1. As a reaction SMILES: [Br:1][CH2:2][c:3]1[c:4]([Br:14])[cH:5][c:6]([C:7](=[O:8])[O:9][CH3:10])[cH:11][c:12]1[Br:13].[C:15]([O-:16])(=[O:17])[O-:18].[Ca+2:19].[O:20]1[CH2:21][CH2:22][O:23][CH2:24][CH2:25]1.[OH2:26]>>[CH2:2]([c:3]1[c:4]([Br:14])[cH:5][c:6]([C:7](=[O:8])[O:9][CH3:10])[cH:11][c:12]1[Br:13])[OH:16]. Starting materials: CC(C)(C)OC(=O)NCCN, COc1ccc([N+](=O)[O-])c(F)c1, CS(C)=O, [K+], [K+], O=C([O-])[O-], O. The product is COc1ccc([N+](=O)[O-])c(NCCNC(=O)OC(C)(C)C)c1. Reaction SMILES: [C:23](=[O:24])([O:25][C:26]([CH3:27])([CH3:28])[CH3:29])[NH:30][CH2:31][CH2:32][NH2:33].[CH3:11][O:12][c:13]1[cH:14][c:15]([F:22])[c:16]([N+:19](=[O:20])[O-:21])[cH:17][cH:18]1.[CH3:1][S:2]([CH3:3])=[O:4].[K+:5].[K+:6].[O-:7][C:8]([O-:9])=[O:10].[OH2:34]>>[CH3:11][O:12][c:13]1[cH:14][c:15]([NH:33][CH2:32][CH2:31][NH:30][C:23](=[O:24])[O:25][C:26]([CH3:27])([CH3:28])[CH3:29])[c:16]([N+:19](=[O:20])[O-:21])[cH:17][cH:18]1. Reactants: C(=O)O.NCCC1=CC=C(NC2=NC=CC=C2NC(=O)NCCCCCC)C=C1 (N-{2-[4-(2-Aminoethyl)anilino]-3-pyridinyl}-N′-hexylurea formate), C(C)(C)(C)[Si](C1=CC=CC=C1)(C1=CC=CC=C1)OC1=CC=C(C=C1)OCC1OC1 (tert-butyl-(4-oxiranylmethoxy-phenoxy)-diphenyl-silane). Run in C(Cl)(Cl)Cl.CO (chloroform methanol). The product is C(CCCCC)NC(=O)NC=1C(=NC=CC1)NC1=CC=C(C=C1)CCNC[C@@H](COC1=CC=C(C=C1)O)O (1-Hexyl-3-[2-(4-{2-[(2S)-2-hydroxy-3-(4-hydroxy-phenoxy)-propylamino]-ethyl}-phenylamino)-pyridin-3-yl]-urea). The yield is 32.8%. RXN SMILES: C(O)=O.[NH2:4][CH2:5][CH2:6][C:7]1[CH:29]=[CH:28][C:10]([NH:11][C:12]2[C:17]([NH:18][C:19]([NH:21][CH2:22][CH2:23][CH2:24][CH2:25][CH2:26][CH3:27])=[O:20])=[CH:16][CH:15]=[CH:14][N:13]=2)=[CH:9][CH:8]=1.C([Si]([O:47][C:48]1[CH:53]=[CH:52][C:51]([O:54][CH2:55][CH:56]2[CH2:58][O:57]2)=[CH:50][CH:49]=1)(C1C=CC=CC=1)C1C=CC=CC=1)(C)(C)C>C(Cl)(Cl)Cl.CO>[CH2:22]([NH:21][C:19]([NH:18][C:17]1[C:12]([NH:11][C:10]2[CH:9]=[CH:8][C:7]([CH2:6][CH2:5][NH:4][CH2:58][C@H:56]([OH:57])[CH2:55][O:54][C:51]3[CH:52]=[CH:53][C:48]([OH:47])=[CH:49][CH:50]=3)=[CH:29][CH:28]=2)=[N:13][CH:14]=[CH:15][CH:16]=1)=[O:20])[CH2:23][CH2:24][CH2:25][CH2:26][CH3:27] |f:0.1,3.4|. Reported procedure: N-{2-[4-(2-Aminoethyl)anilino]-3-pyridinyl}-N′-hexylurea formate (0.24 g, 0.60 mmol) was reacted with tert-butyl-(4-oxiranylmethoxy-phenoxy)-diphenyl-silane (0.242 g, 0.60 mmol) according to Procedure G (eluant: 20:1 going to 10:1 chloroform-methanol) to give the title compound (0.15 g, 0.197 mmol). Reactants: C(C)OC(=O)C1=C(N=C(S1)Br)CN(CC(=O)OCC)CC1=C(C=C(C=C1)OC)OC (2-bromo-4-{[(2,4-dimethoxy-benzyl)-ethoxycarbonylmethyl-amino]-methyl}-thiazole-5-carboxylic acid ethy ester), C(C)(C)(C)C1=CC=C(C=C1)B(O)O (4-tert-butylphenyl boronic acid), C([O-])([O-])=O.[Cs+].[Cs+] (cesium carbonate). The reagents and catalysts are C=1C=CC(=CC1)[P](C=2C=CC=CC2)(C=3C=CC=CC3)[Pd]([P](C=4C=CC=CC4)(C=5C=CC=CC5)C=6C=CC=CC6)([P](C=7C=CC=CC7)(C=8C=CC=CC8)C=9C=CC=CC9)[P](C=1C=CC=CC1)(C=1C=CC=CC1)C=1C=CC=CC1 (tetrakis(triphenylphosphine)palladium(0)). The solvent is O1CCOCC1 (1,4-dioxane), C(C)(=O)OCC (ethyl acetate). The product is C(C)OC(=O)C1=C(N=C(S1)C1=CC=C(C=C1)C(C)(C)C)CN(CC(=O)OCC)CC1=C(C=C(C=C1)OC)OC (2-(4-tert-Butyl-phenyl)-4-{[(2,4-dimethoxy-benzyl)-ethoxycarbonylmethyl-amino]-methyl}-thiazole-5-carboxylic acid ethyl ester). The yield is 100.1%. RXN SMILES: [CH2:1]([O:3][C:4]([C:6]1[S:10][C:9](Br)=[N:8][C:7]=1[CH2:12][N:13]([CH2:20][C:21]1[CH:26]=[CH:25][C:24]([O:27][CH3:28])=[CH:23][C:22]=1[O:29][CH3:30])[CH2:14][C:15]([O:17][CH2:18][CH3:19])=[O:16])=[O:5])[CH3:2].[C:31]([C:35]1[CH:40]=[CH:39][C:38](B(O)O)=[CH:37][CH:36]=1)([CH3:34])([CH3:33])[CH3:32].C(=O)([O-])[O-].[Cs+].[Cs+]>O1CCOCC1.C(OCC)(=O)C.C1C=CC([P]([Pd]([P](C2C=CC=CC=2)(C2C=CC=CC=2)C2C=CC=CC=2)([P](C2C=CC=CC=2)(C2C=CC=CC=2)C2C=CC=CC=2)[P](C2C=CC=CC=2)(C2C=CC=CC=2)C2C=CC=CC=2)(C2C=CC=CC=2)C2C=CC=CC=2)=CC=1>[CH2:1]([O:3][C:4]([C:6]1[S:10][C:9]([C:38]2[CH:39]=[CH:40][C:35]([C:31]([CH3:34])([CH3:33])[CH3:32])=[CH:36][CH:37]=2)=[N:8][C:7]=1[CH2:12][N:13]([CH2:20][C:21]1[CH:26]=[CH:25][C:24]([O:27][CH3:28])=[CH:23][C:22]=1[O:29][CH3:30])[CH2:14][C:15]([O:17][CH2:18][CH3:19])=[O:16])=[O:5])[CH3:2] |f:2.3.4,^1:65,67,86,105|. Reported procedure: Under a nitrogen atmosphere, 2-bromo-4-{[(2,4-dimethoxy-benzyl)-ethoxycarbonylmethyl-amino]-methyl}-thiazole-5-carboxylic acid ethy ester (1.0 g, 2.0 mmol), 4-tert-butylphenyl boronic acid (0.71 mg, 4.0 mmol), cesium carbonate (1.43 g, 4.4 mmol), and tetrakis(triphenylphosphine)palladium(0)(347 mg, 0.3 mmol) were suspended in 10 mL of 1,4-dioxane. The reaction was heated at reflux temperature overnight, cooled to room temperature and diluted with ethyl acetate. The organic mixture was successive... Starting materials: ClCCl, COc1cccc2c1CC=CC2, O=C(OO)c1cccc(Cl)c1. Yields the product COc1cccc2c1CC1OC1C2. As a reaction SMILES: [CH2:24]([Cl:25])[Cl:26].[CH3:1][O:2][c:3]1[c:4]2[c:9]([cH:10][cH:11][cH:12]1)[CH2:8][CH:7]=[CH:6][CH2:5]2.[Cl:13][c:14]1[cH:15][cH:16][cH:17][c:18]([C:19]([O:20][OH:22])=[O:21])[cH:23]1>>[CH3:1][O:2][c:3]1[c:4]2[c:9]([cH:10][cH:11][cH:12]1)[CH2:8][CH:7]1[CH:6]([CH2:5]2)[O:21]1. Reactants: COc1ccc(CCl)cc1, CC(=O)O, CN(C)C=O, [H-], [Na+], CC(c1ccccc1)N1C(=O)NC2C(=O)OCC21. The product is COc1ccc(CN2C(=O)N(C(C)c3ccccc3)C3COC(=O)C32)cc1. Reaction SMILES: [CH3:21][O:22][c:23]1[cH:24][cH:25][c:26]([CH2:27][Cl:28])[cH:29][cH:30]1.[CH3:31][C:32](=[O:33])[OH:34].[CH3:35][N:36]([CH3:37])[CH:38]=[O:39].[H-:1].[Na+:2].[c:3]1([CH:9]([CH3:10])[N:11]2[C:12](=[O:20])[NH:13][CH:14]3[CH:15]2[CH2:16][O:17][C:18]3=[O:19])[cH:4][cH:5][cH:6][cH:7][cH:8]1>>[c:3]1([CH:9]([CH3:10])[N:11]2[C:12](=[O:20])[N:13]([CH2:27][c:26]3[cH:25][cH:24][c:23]([O:22][CH3:21])[cH:30][cH:29]3)[CH:14]3[CH:15]2[CH2:16][O:17][C:18]3=[O:19])[cH:4][cH:5][cH:6][cH:7][cH:8]1.